From a dataset of the Open Reaction Database (ORD), a public repository of structured organic reaction records. describe an organic reaction: reactants, conditions, products, and yield Reactants: CCOC(=O)OCC, CCO, CC(=O)CCCC1(C)OCCO1, CCCCCC, [H-], [Na+]. The product is CCOC(=O)CC(=O)CCCC1(C)OCCO1. As a reaction SMILES: [C:1]([O:2][CH2:3][CH3:4])([O:5][CH2:7][CH3:8])=[O:6].[CH2:23]([OH:24])[CH3:25].[CH3:11][C:12]1([CH2:17][CH2:18][CH2:19][C:20]([CH3:21])=[O:22])[O:13][CH2:14][CH2:15][O:16]1.[CH3:26][CH2:27][CH2:28][CH2:29][CH2:30][CH3:31].[H-:9].[Na+:10]>>[C:1]([O:2][CH2:3][CH3:4])(=[O:5])[CH2:21][C:20]([CH2:19][CH2:18][CH2:17][C:12]1([CH3:11])[O:13][CH2:14][CH2:15][O:16]1)=[O:22]. The reactants are COC(=O)C(C)Br, CN(C)C=O, [Cl-], Cn1c(C(F)(F)F)cc(=O)n(-c2cc(Oc3ncncc3O)c(Cl)cc2F)c1=O, [H-], [NH4+], [Na+]. Yields the product COC(=O)C(C)Oc1cncnc1Oc1cc(-n2c(=O)cc(C(F)(F)F)n(C)c2=O)c(F)cc1Cl. RXN SMILES: [CH3:32][O:33][C:34]([CH:35]([CH3:36])[Br:37])=[O:38].[CH3:41][N:42]([CH3:43])[CH:44]=[O:45].[Cl-:39].[Cl:3][c:4]1[c:5]([O:6][c:7]2[n:8][cH:9][n:10][cH:11][c:12]2[OH:13])[cH:14][c:15](-[n:19]2[c:20](=[O:31])[n:21]([CH3:30])[c:22]([C:26]([F:27])([F:28])[F:29])[cH:23][c:24]2=[O:25])[c:16]([F:18])[cH:17]1.[H-:1].[NH4+:40].[Na+:2]>>[Cl:3][c:4]1[c:5]([O:6][c:7]2[n:8][cH:9][n:10][cH:11][c:12]2[O:13][CH:35]([C:34]([O:33][CH3:32])=[O:38])[CH3:36])[cH:14][c:15](-[n:19]2[c:20](=[O:31])[n:21]([CH3:30])[c:22]([C:26]([F:27])([F:28])[F:29])[cH:23][c:24]2=[O:25])[c:16]([F:18])[cH:17]1.